Dataset: the Open Reaction Database (ORD), a public repository of structured organic reaction records. Task: describe an organic reaction: reactants, conditions, products, and yield Reactants: C(C)(C)(C)OC(=O)N1C[C@H]2CC3=CC=C(N=C3N2[C@@H](C1)C)OCC ((4R,9aR)-6-ethoxy-4-methyl-3,4,9,9a-tetrahydro-1H-2,4a,5-triaza-fluorene-2-carboxylic acid tert-butyl ester), ClN1C(CCC1=O)=O (N-chlorosuccinimide). Product: C(C)(C)(C)OC(=O)N1C[C@H]2CC3=CC(=C(N=C3N2[C@@H](C1)C)OCC)Cl ((4R,9aR)-7-Chloro-6-ethoxy-4-methyl-3,4,9,9a-tetrahydro-1H-2,4a,5-triaza-fluorene-2-carboxylic acid tert-butyl ester). As a reaction SMILES: [C:1]([O:5][C:6]([N:8]1[CH2:20][C@@H:19]([CH3:21])[N:18]2[C@H:10]([CH2:11][C:12]3[C:17]2=[N:16][C:15]([O:22][CH2:23][CH3:24])=[CH:14][CH:13]=3)[CH2:9]1)=[O:7])([CH3:4])([CH3:3])[CH3:2].[Cl:25]N1C(=O)CCC1=O>>[C:1]([O:5][C:6]([N:8]1[CH2:20][C@@H:19]([CH3:21])[N:18]2[C@H:10]([CH2:11][C:12]3[C:17]2=[N:16][C:15]([O:22][CH2:23][CH3:24])=[C:14]([Cl:25])[CH:13]=3)[CH2:9]1)=[O:7])([CH3:3])([CH3:4])[CH3:2]. Procedure details: This compound was prepared in analogy to example 5, intermediate) (4R,9aR)-6-ethoxy-4-methyl-3,4,9,9a-tetrahydro-1H-2,4a,5-triaza-fluorene-2-carboxylic acid tert-butyl ester and N-chlorosuccinimide. Reactants: C1CNC(=O)N1 (ethyleneurea), FC1=CC=C(C=C1)S(=O)(=O)Cl (p-fluorobenzene sulphonyl chloride). The product is FC1=CC=C(C=C1)S(=O)(=O)N1C(NCC1)=O (1-(4-fluorophenylsulphonyl)-2-oxo-tetrahydroimidazole). Reaction SMILES: [CH2:1]1[NH:6][C:4](=[O:5])[NH:3][CH2:2]1.[F:7][C:8]1[CH:13]=[CH:12][C:11]([S:14](Cl)(=[O:16])=[O:15])=[CH:10][CH:9]=1>>[F:7][C:8]1[CH:13]=[CH:12][C:11]([S:14]([N:3]2[CH2:2][CH2:1][NH:6][C:4]2=[O:5])(=[O:16])=[O:15])=[CH:10][CH:9]=1. Procedure details: A mixture of 17.2 g of ethyleneurea and 19.5 g of p-fluorobenzene sulphonyl chloride is heated at 110° for 3 1/2 hrs. The residue is recrystallized from a mixture of methanol and water to afford 1-(4-fluorophenylsulphonyl)-2-oxo-tetrahydroimidazole which melts at 183°-185°.